Dataset: the Open Reaction Database (ORD), a public repository of structured organic reaction records. Task: describe an organic reaction: reactants, conditions, products, and yield Reactants: CC1(OC(CC1OCOCCOCCOC)(CC)COCC1=CC=CC=C1)C (2,2-Dimethyl-3-methoxyethoxyethoxymethoxy-5-benzyloxymethyl-5-ethyloxolane), Cl (hydrochloric acid). Solvent: CO (methanol). The product is CC1(OC(CC1O)(CC)COCC1=CC=CC=C1)C (2,2-Dimethyl-3-hydroxy-5-benzyloxymethyl-5-ethyloxolane). The yield is 112.4%. As a reaction SMILES: [CH3:1][C:2]1([CH3:28])[CH:6]([O:7]COCCOCCOC)[CH2:5][C:4]([CH2:19][O:20][CH2:21][C:22]2[CH:27]=[CH:26][CH:25]=[CH:24][CH:23]=2)([CH2:17][CH3:18])[O:3]1.Cl>CO>[CH3:28][C:2]1([CH3:1])[CH:6]([OH:7])[CH2:5][C:4]([CH2:19][O:20][CH2:21][C:22]2[CH:27]=[CH:26][CH:25]=[CH:24][CH:23]=2)([CH2:17][CH3:18])[O:3]1. Procedure details: The compound of Example 1 (33.5 g) was added to methanol (500 ml) containing 5 ml concentrated hydrochloric acid, and the resulting mixture was refluxed for 21/2 hours. It was then cooled, the solvent was evaporated off and the residue was dissolved in diethyl ether. The solution was washed with neutral brine, dried over magnesium sulphate and evaporated to give 25.1 g of the desired product. This corresponds to a 100% yield. NMR showed the product to be a mixture of geometric isomers.